From a dataset of the Open Reaction Database (ORD), a public repository of structured organic reaction records. describe an organic reaction: reactants, conditions, products, and yield Starting materials: BrC=1C=C2C=C(NC2=CC1)C (5-bromo-2-methyl-1H-indole), [H-].[Na+] (sodium hydride), CC1(OB(OC1(C)C)OC(C)C)C (4,4,5,5-tetramethyl-2-(propan-2-yloxy)-1,3,2-dioxaborolane), [Li]C(C)(C)C (t-BuLi). Run in O1CCCC1 (tetrahydrofuran). Run at temperature -40 celsius, time 30 minute. The product is CC=1NC2=CC=C(C=C2C1)B1OC(C(O1)(C)C)(C)C (2-methyl-5-(4,4,5,5-tetramethyl-1,3,2-dioxaborolan-2-yl)-1H-indole). Isolated yield 37.9%. As a reaction SMILES: Br[C:2]1[CH:3]=[C:4]2[C:8](=[CH:9][CH:10]=1)[NH:7][C:6]([CH3:11])=[CH:5]2.[H-].[Na+].[Li]C(C)(C)C.[CH3:19][C:20]1([CH3:31])[C:24]([CH3:26])([CH3:25])[O:23][B:22](OC(C)C)[O:21]1>O1CCCC1>[CH3:11][C:6]1[NH:7][C:8]2[C:4]([CH:5]=1)=[CH:3][C:2]([B:22]1[O:23][C:24]([CH3:26])([CH3:25])[C:20]([CH3:31])([CH3:19])[O:21]1)=[CH:10][CH:9]=2 |f:1.2|. Reported procedure: To a solution of 5-bromo-2-methyl-1H-indole (3.0 g, 14.35 mmol) in dry tetrahydrofuran (20 ml) was added sodium hydride (900 mg, 22.5 mmol) with ice-cooling. After stifling for about 30 min, a solution of t-BuLi (27.5 ml, 1.3 M solution in hexane) was added dropwise with stifling at −78° C. under an inert atmosphere of nitrogen. The reaction mixture was warmed slowly to −40° C. over 45 min and stirred at this temperature for another 30 min. The mixture was cooled again below −78° C., followed by... RXN SMILES: [BH4-:27].[CH3:23][C:24](=[O:25])[OH:26].[Cl:1][CH2:2][C:3](=[O:4])[c:5]1[cH:6][cH:7][c:8](-[c:11]2[cH:12][cH:13][c:14]([S:17](=[O:18])(=[O:19])[CH:20]([F:21])[F:22])[cH:15][cH:16]2)[cH:9][cH:10]1.[ClH:29].[Na+:28].[O:31]1[CH2:32][CH2:33][CH2:34][CH2:35]1.[OH2:30]>>[Cl:1][CH2:2][CH:3]([OH:4])[c:5]1[cH:6][cH:7][c:8](-[c:11]2[cH:12][cH:13][c:14]([S:17](=[O:18])(=[O:19])[CH:20]([F:21])[F:22])[cH:15][cH:16]2)[cH:9][cH:10]1. Reactants: [BH4-], CC(=O)O, O=C(CCl)c1ccc(-c2ccc(S(=O)(=O)C(F)F)cc2)cc1, Cl, [Na+], C1CCOC1, O. Yields the product O=S(=O)(c1ccc(-c2ccc(C(O)CCl)cc2)cc1)C(F)F. The reactants are C=CCn1ccnc1, CCCCCBr, Cc1ccccc1, CC#N. Yields the product [Br-], C=CCn1cc[n+](CCCCC)c1. As a reaction SMILES: [CH2:1]([CH:2]=[CH2:3])[n:4]1[cH:5][n:6][cH:7][cH:8]1.[CH2:9]([CH2:10][CH2:11][CH2:12][CH3:13])[Br:14].[CH3:15][c:16]1[cH:17][cH:18][cH:19][cH:20][cH:21]1.[CH3:22][C:23]#[N:24]>>[Br-:14].[CH2:1]([CH:2]=[CH2:3])[n:4]1[cH:5][n+:6]([CH2:9][CH2:10][CH2:11][CH2:12][CH3:13])[cH:7][cH:8]1. Reactants: CC1(C)CC(=O)c2ccc(Br)cc2O1, C1CCOC1, CN1CCCN(C)C1=O, CCOCC, CC(C)[Mg+], [Cl-]. Yields the product CC(C)C1=CC(C)(C)Oc2cc(Br)ccc21. As a reaction SMILES: [Br:11][c:12]1[cH:13][cH:14][c:15]2[c:20]([cH:21]1)[O:19][C:18]([CH3:22])([CH3:23])[CH2:17][C:16]2=[O:24].[CH2:34]1[O:35][CH2:36][CH2:37][CH2:38]1.[CH3:25][N:26]1[CH2:27][CH2:28][CH2:29][N:30]([CH3:31])[C:32]1=[O:33].[CH3:6][CH2:7][O:8][CH2:9][CH3:10].[CH:2]([CH3:3])([CH3:4])[Mg+:5].[Cl-:1]>>[CH:2]([CH3:3])([CH3:4])[C:16]1=[CH:17][C:18]([CH3:22])([CH3:23])[O:19][c:20]2[c:15]1[cH:14][cH:13][c:12]([Br:11])[cH:21]2. Reactants: BrCc1ccccc1, CCOC(OCC)[PH](=O)OCC, [H-], [Na+], C1CCOC1, O. Product: CCOC(OCC)P(=O)(Cc1ccccc1)OCC. RXN SMILES: [CH2:15]([c:16]1[cH:17][cH:18][cH:19][cH:20][cH:21]1)[Br:22].[CH2:3]([CH3:4])[O:5][CH:6]([O:7][CH2:8][CH3:9])[PH:10]([O:11][CH2:12][CH3:13])=[O:14].[H-:1].[Na+:2].[O:24]1[CH2:25][CH2:26][CH2:27][CH2:28]1.[OH2:23]>>[CH2:3]([CH3:4])[O:5][CH:6]([O:7][CH2:8][CH3:9])[P:10]([O:11][CH2:12][CH3:13])(=[O:14])[CH2:15][c:16]1[cH:17][cH:18][cH:19][cH:20][cH:21]1. The reactants are CCOP(=O)(OCC)c1ccccc1[N+](=O)[O-], CO. Yields the product CCOP(=O)(OCC)c1ccccc1N. RXN SMILES: [CH2:1]([CH3:2])[O:3][P:4]([O:5][CH2:6][CH3:7])(=[O:8])[c:9]1[c:10]([N+:15]([O-:16])=[O:17])[cH:11][cH:12][cH:13][cH:14]1.[CH3:18][OH:19]>>[CH2:1]([CH3:2])[O:3][P:4]([O:5][CH2:6][CH3:7])(=[O:8])[c:9]1[c:10]([NH2:15])[cH:11][cH:12][cH:13][cH:14]1.